Dataset: the Open Reaction Database (ORD), a public repository of structured organic reaction records. Task: describe an organic reaction: reactants, conditions, products, and yield Reactants: C=CCC1CC(CC#N)OC2(CCCCC2)O1, ClCCl, O=[O+][O-]. Product: N#CCC1CC(CC=O)OC2(CCCCC2)O1. Reaction SMILES: [CH2:1]([CH:2]=[CH2:3])[CH:4]1[CH2:5][CH:6]([CH2:15][C:16]#[N:17])[O:7][C:8]2([O:9]1)[CH2:10][CH2:11][CH2:12][CH2:13][CH2:14]2.[Cl:21][CH2:22][Cl:23].[O-:18][O+:19]=[O:20]>>[CH2:1]([CH:2]=[O:18])[CH:4]1[CH2:5][CH:6]([CH2:15][C:16]#[N:17])[O:7][C:8]2([O:9]1)[CH2:10][CH2:11][CH2:12][CH2:13][CH2:14]2.